From a dataset of the Open Reaction Database (ORD), a public repository of structured organic reaction records. describe an organic reaction: reactants, conditions, products, and yield The reactants are C(C=1C(O)=CC=CC1)(=O)OCC (ethyl salicylate), [Li]CCCC (nBuLi), C(C)(=O)OC(C)(C)C (t-butyl acetate), C(C)(C)NC(C)C (diisopropylamine). Solvent: C1CCOC1 (THF), C1CCOC1 (THF), C1CCOC1 (THF). Conditions: temperature -78 celsius, time 90 minute. Product: OC1=C(C=CC=C1)C(CC(=O)OC(C)(C)C)=O (tert-butyl 3-(2-hydroxyphenyl)-3-oxopropanoate). The yield is 74.8%. RXN SMILES: C(NC(C)C)(C)C.[Li]CCCC.[C:13]([O:16][C:17]([CH3:20])([CH3:19])[CH3:18])(=[O:15])[CH3:14].[C:21](OCC)(=[O:29])[C:22]1[C:23](=[CH:25][CH:26]=[CH:27][CH:28]=1)[OH:24]>C1COCC1>[OH:24][C:23]1[CH:25]=[CH:26][CH:27]=[CH:28][C:22]=1[C:21](=[O:29])[CH2:14][C:13]([O:16][C:17]([CH3:20])([CH3:19])[CH3:18])=[O:15]. Reported procedure: To a N2 purged 250 mL RBF is added 30 mL of THF and diisopropylamine (12.0 mL, 86 mmol). The solution is cooled to −78° C. and nBuLi (50 mL, 1.6 M) is added and the solution is warmed to 0° C. for 45 min. The solution is cooled to −78° C. and t-butyl acetate (7.1 mL, 53 mmol) in 12 mL THF is added dropwise over 10 minutes. After 90 min., ethyl salicylate (2.2 mL, 15 mmol) in 15 mL of THF is added. The solution is allowed to warm to RT overnight and quenched with 90 mL of aq. NH4Cl (sat.), extrac... The reactants are COC(=O)c1cc2cc(COC(C)=O)cc([N+](=O)[O-])c2n1C(=O)OC(C)(C)C, ClCCl, Cl. Yields the product COC(=O)c1cc2cc(COC(C)=O)cc([N+](=O)[O-])c2[nH]1. RXN SMILES: [CH3:1][O:2][C:3](=[O:4])[c:5]1[n:6]([C:22]([O:23][C:24]([CH3:25])([CH3:26])[CH3:27])=[O:28])[c:7]2[c:8]([N+:19](=[O:20])[O-:21])[cH:9][c:10]([CH2:14][O:15][C:16]([CH3:17])=[O:18])[cH:11][c:12]2[cH:13]1.[Cl:30][CH2:31][Cl:32].[ClH:29]>>[CH3:1][O:2][C:3](=[O:4])[c:5]1[nH:6][c:7]2[c:8]([N+:19](=[O:20])[O-:21])[cH:9][c:10]([CH2:14][O:15][C:16]([CH3:17])=[O:18])[cH:11][c:12]2[cH:13]1. Starting materials: Cl (hydrochloric acid), BrC(CCC1=C(C(=CC=C1C)[N+](=O)[O-])O)C (2-(3-bromobutyl)-3-methyl-6-nitrophenol), [H-].[Na+] (sodium hydride), ice water. Reported procedure: 40.5 g of 1C was added in portions over 20 minutes to a stirred mixture of 3.4 g of sodium hydride in 300 ml of DMSO at room temperature, and the resulting mixture was stirred for 18 hours at room temperature. The mixture was poured into ice water, made slightly acidic with concentrated hydrochloric acid and filtered. The solid was dried to give 3,4-dihydro-2,5-dimethyl-8-nitro-2H-1-benzopyran (1D) as a yellow solid, m.p.: 83°-85° C. RXN SMILES: Br[CH:2]([CH3:16])[CH2:3][CH2:4][C:5]1[C:10]([CH3:11])=[CH:9][CH:8]=[C:7]([N+:12]([O-:14])=[O:13])[C:6]=1[OH:15].[H-].[Na+].Cl>CS(C)=O>[CH3:16][CH:2]1[CH2:3][CH2:4][C:5]2[C:10]([CH3:11])=[CH:9][CH:8]=[C:7]([N+:12]([O-:14])=[O:13])[C:6]=2[O:15]1 |f:1.2|. Reaction conditions: time 18 hour. The solvent is CS(=O)C (DMSO). The product is CC1OC2=C(CC1)C(=CC=C2[N+](=O)[O-])C (3,4-dihydro-2,5-dimethyl-8-nitro-2H-1-benzopyran).